From a dataset of the Open Reaction Database (ORD), a public repository of structured organic reaction records. describe an organic reaction: reactants, conditions, products, and yield Reactants: N(=[N+]=[N-])CC1CCN(CC1)C(C1=CC=CC=C1)(C1=CC=CC=C1)C1=CC=CC=C1 (4-azidomethyl-N-triphenylmethylpiperidine), [OH-].[Na+] (sodium hydroxide), [H-].[Al+3].[Li+].[H-].[H-].[H-] (lithium aluminium hydride). Run in O1CCCC1 (tetrahydrofuran), O1CCCC1 (tetrahydrofuran), O1CCCC1 (tetrahydrofuran). Reaction conditions: time 4 hour. The product is NCC1CCN(CC1)C(C1=CC=CC=C1)(C1=CC=CC=C1)C1=CC=CC=C1 (4-Aminomethyl-N-triphenylmethylpiperidine). Yield: 108.2%. Reaction SMILES: [H-].[Al+3].[Li+].[H-].[H-].[H-].[N:7]([CH2:10][CH:11]1[CH2:16][CH2:15][N:14]([C:17]([C:30]2[CH:35]=[CH:34][CH:33]=[CH:32][CH:31]=2)([C:24]2[CH:29]=[CH:28][CH:27]=[CH:26][CH:25]=2)[C:18]2[CH:23]=[CH:22][CH:21]=[CH:20][CH:19]=2)[CH2:13][CH2:12]1)=[N+]=[N-].[OH-].[Na+]>O1CCCC1>[NH2:7][CH2:10][CH:11]1[CH2:12][CH2:13][N:14]([C:17]([C:30]2[CH:35]=[CH:34][CH:33]=[CH:32][CH:31]=2)([C:24]2[CH:25]=[CH:26][CH:27]=[CH:28][CH:29]=2)[C:18]2[CH:23]=[CH:22][CH:21]=[CH:20][CH:19]=2)[CH2:15][CH2:16]1 |f:0.1.2.3.4.5,7.8|. Reported procedure: To a suspension of 4.70 g of lithium aluminium hydride in 250 ml of dried tetrahydrofuran, a solution of 47.7 g of 4-azidomethyl-N-triphenylmethylpiperidine in 250 ml of dried tetrahydrofuran was added dropwise under ice-cooling, and the mixture was stirred at room temperature for 4 hours. The reaction mixture was added dropwise with a mixture of tetrahydrofuran and 10% aqueous sodium hydroxide solution under ice-cooling. An insoluble matter in the mixture was filtered off, and washed with tetra... The reactants are C(C)(C)(C)OC(=O)N1CCC(CC1)C1=CC=2C(=CN=C(C2)Cl)O1 (4-(5-chloro-furo[2,3-c]pyridin-2-yl)-piperidine-1-carboxylic acid tert-butyl ester), FC=1C=C(C=CC1S(=O)(=O)C)B(O)O (3-fluoro-4-methylsulfonyl-phenylboronic acid). Yields the product C(C)(C)(C)OC(=O)N1CCC(CC1)C1=CC=2C(=CN=C(C2)C2=CC(=C(C=C2)S(=O)(=O)C)F)O1 (4-[5-(3-Fluoro-4-methanesulfonyl-phenyl)-furo[2,3-c]pyridin-2-yl]-piperidine-1-carboxylic acid tert-butyl ester). Reaction SMILES: [C:1]([O:5][C:6]([N:8]1[CH2:13][CH2:12][CH:11]([C:14]2[O:23][C:17]3=[CH:18][N:19]=[C:20](Cl)[CH:21]=[C:16]3[CH:15]=2)[CH2:10][CH2:9]1)=[O:7])([CH3:4])([CH3:3])[CH3:2].[F:24][C:25]1[CH:26]=[C:27](B(O)O)[CH:28]=[CH:29][C:30]=1[S:31]([CH3:34])(=[O:33])=[O:32]>>[C:1]([O:5][C:6]([N:8]1[CH2:13][CH2:12][CH:11]([C:14]2[O:23][C:17]3=[CH:18][N:19]=[C:20]([C:27]4[CH:28]=[CH:29][C:30]([S:31]([CH3:34])(=[O:32])=[O:33])=[C:25]([F:24])[CH:26]=4)[CH:21]=[C:16]3[CH:15]=2)[CH2:10][CH2:9]1)=[O:7])([CH3:4])([CH3:3])[CH3:2]. Reported procedure: The title compound is prepared from 4-(5-chloro-furo[2,3-c]pyridin-2-yl)-piperidine-1-carboxylic acid tert-butyl ester and 3-fluoro-4-methylsulfonyl-phenylboronic acid following a procedure analogous to that described for Example 1. LC (method 4): tR=1.71 min; Mass spectrum (ESI+): m/z=475 [M+H]+. Starting materials: Cl.Cl.ONC(=N)C1=C2CCC(C2=CC=C1)=NN1C(=NC=C1)N (1-[4-(N-hydroxy-amidino)-2,3-dihydro-1H-inden-1-ylideneamino]-2-amino-imidazole dihydrochloride). The reagents and catalysts are [Ni] (Raney nickel). Run in CO.O (methanol water). Yields the product Cl.Cl.C(N)(=N)C1=C2CCC(C2=CC=C1)=NN1C(=NC=C1)N (1-[4-(Amidino)-2,3-dihydro-1H-inden-1-ylideneamino]-2-amino-imidazole dihydrochloride). As a reaction SMILES: [ClH:1].Cl.O[NH:4][C:5]([C:7]1[CH:15]=[CH:14][CH:13]=[C:12]2[C:8]=1[CH2:9][CH2:10][C:11]2=[N:16][N:17]1[CH:21]=[CH:20][N:19]=[C:18]1[NH2:22])=[NH:6]>[Ni].CO.O>[ClH:1].[ClH:1].[C:5]([C:7]1[CH:15]=[CH:14][CH:13]=[C:12]2[C:8]=1[CH2:9][CH2:10][C:11]2=[N:16][N:17]1[CH:21]=[CH:20][N:19]=[C:18]1[NH2:22])(=[NH:4])[NH2:6] |f:0.1.2,4.5,6.7.8|. Reported procedure: 0.3 g of Raney nickel is added to a solution of 0.8 g (2.33 mmol) of 1-[4-(N-hydroxy-amidino)-2,3-dihydro-1H-inden-1-ylideneamino]-2-amino-imidazole dihydrochloride in 60 ml of methanol/water (1:1), and hydrogenation is carried out at room temperature and under normal pressure until the absorption of hydrogen has ceased. The filtrate is adjusted to pH 3 with a small amount of 3N methanolic hydrochloric acid and is concentrated by evaporation in vacuo. Recrystallization of the residue from methan... The reactants are N1C=CC=2C1=NC=CC2 (1H-pyrrolo[2,3-b]pyridine), [H-].[Na+] (sodium hydride), ClC1=NC=C(C=C1)C#CC=1N=C(SC1)C (2-chloro-5-[(2-methyl-1,3-thiazol-4-yl)ethynyl]pyridine). Run in CN(C)C=O (DMF). Reaction conditions: temperature 75 celsius, time 30 minute. Product: CC=1SC=C(N1)C#CC=1C=CC(=NC1)N1C=CC=2C1=NC=CC2 (1-{5-[(2-methyl-1,3-thiazol-4-yl)ethynyl]pyridin-2-yl}-1H-pyrrolo[2,3-b]pyridine). As a reaction SMILES: [NH:1]1[C:5]2=[N:6][CH:7]=[CH:8][CH:9]=[C:4]2[CH:3]=[CH:2]1.[H-].[Na+].Cl[C:13]1[CH:18]=[CH:17][C:16]([C:19]#[C:20][C:21]2[N:22]=[C:23]([CH3:26])[S:24][CH:25]=2)=[CH:15][N:14]=1>CN(C=O)C>[CH3:26][C:23]1[S:24][CH:25]=[C:21]([C:20]#[C:19][C:16]2[CH:17]=[CH:18][C:13]([N:1]3[C:5]4=[N:6][CH:7]=[CH:8][CH:9]=[C:4]4[CH:3]=[CH:2]3)=[N:14][CH:15]=2)[N:22]=1 |f:1.2|. Procedure details: To a stirred solution of 1H-pyrrolo[2,3-b]pyridine (2.0 mmol, 236 mg) in DMF (20 mL) at 60° C. was added sodium hydride (2.5 mmol, 100 mg of 60% wt dispersion in mineral oil). After 30 min, 2-chloro-5-[(2-methyl-1,3-thiazol-4-yl)ethynyl]pyridine (0.5 mmol, 117 mg) was added and the reaction was warmed to 75° C. and stirred overnight under nitrogen. The reaction was then partitioned with EtOAc:hexanes (1:1, 100 mL) and water (50 mL). The organic layer was washed with 5% NaCl (4×50 mL), then dried... Reactants: Br.NC1=C(C=C(C2=CC=CC=C12)Br)C(=O)OC (methyl 1-amino-4-bromo-2-naphthoate hydrobromide), [OH-].[Na+] (sodium hydroxide). Run in C1CCOC1 (THF). Conditions: temperature 50 celsius, time 20 hour. Yields the product NC1=C(C=C(C2=CC=CC=C12)Br)C(=O)O (1-amino-4-bromo-2-naphthoic acid). Reaction SMILES: Br.[NH2:2][C:3]1[C:12]2[C:7](=[CH:8][CH:9]=[CH:10][CH:11]=2)[C:6]([Br:13])=[CH:5][C:4]=1[C:14]([O:16]C)=[O:15].[OH-].[Na+]>C1COCC1>[NH2:2][C:3]1[C:12]2[C:7](=[CH:8][CH:9]=[CH:10][CH:11]=2)[C:6]([Br:13])=[CH:5][C:4]=1[C:14]([OH:16])=[O:15] |f:0.1,2.3|. Reported procedure: To a solution of methyl 1-amino-4-bromo-2-naphthoate hydrobromide (2.00 g, 5.54 mmol) in 20 mL of THF was added sodium hydroxide (11.1 mL, 20% aqueous, 55.4 mmol). The mixture was stirred at 50° C. for 20 h, then heated at 90° C. for 2 h. The solvent was removed in vacuo and hydrochloric acid (1 N aqueous) was added until pH ˜2. The beige solid was collected via filtration, washed twice with water, and dried to provide 1-amino-4-bromo-2-naphthoic acid that gave a mass ion (ES+) of 266.0 (79Br) f...